Dataset: the Open Reaction Database (ORD), a public repository of structured organic reaction records. Task: describe an organic reaction: reactants, conditions, products, and yield Starting materials: ClC(=O)OC1=CC=CC=C1 (phenyl chloroformate), ClC=1C(=NNC1)C1=C(C(=CC=C1)Cl)[N+](=O)[O-] (4-chloro-3-(2-nitro-3-chlorophenyl)pyrazole). Run in N1=CC=CC=C1 (pyridine). Reaction conditions: time 8 hour. Yields the product O(C1=CC=CC=C1)C(=O)C1=C(C(=NN1)C1=C(C(=CC=C1)Cl)[N+](=O)[O-])Cl (Phenoxycarbonyl-4-chloro-3-(2-nitro-3-chlorophenyl)pyrazole). Reaction SMILES: Cl[C:2]([O:4][C:5]1[CH:10]=[CH:9][CH:8]=[CH:7][CH:6]=1)=[O:3].[Cl:11][C:12]1[C:13]([C:17]2[CH:22]=[CH:21][CH:20]=[C:19]([Cl:23])[C:18]=2[N+:24]([O-:26])=[O:25])=[N:14][NH:15][CH:16]=1>N1C=CC=CC=1>[O:4]([C:2]([C:16]1[NH:15][N:14]=[C:13]([C:17]2[CH:22]=[CH:21][CH:20]=[C:19]([Cl:23])[C:18]=2[N+:24]([O-:26])=[O:25])[C:12]=1[Cl:11])=[O:3])[C:5]1[CH:10]=[CH:9][CH:8]=[CH:7][CH:6]=1. Procedure details: 1.0 ml of phenyl chloroformate is added, in small portions, to a solution, cooled to 0° C., of 1.3 g of 4-chloro-3-(2-nitro-3-chlorophenyl)pyrazole in 20 ml of pyridine. Stirring is continued for 8 hours at room temperature. The reaction mixture is concentrated to dryness under reduced pressure and taken up in 100 ml of an H2O ethyl acetate (1/1) mixture. The organic phase is dried over MgSO4 and concentrated under reduced pressure. The residual solid is purified by recrystallisation from diisop...